From a dataset of the Open Reaction Database (ORD), a public repository of structured organic reaction records. describe an organic reaction: reactants, conditions, products, and yield Reaction SMILES: [C:1]([CH3:2])(=[O:3])[NH:4][CH2:5][CH2:6][c:7]1[c:8]([O:9][CH2:10][CH2:11][O:12][CH:13]2[CH2:14][N:15]([C:33](=[O:34])[O:35][C:36]([CH3:37])([CH3:38])[CH3:39])[CH2:16][CH2:17][CH:18]2[c:19]2[cH:20][cH:21][c:22]([O:25][CH2:26][c:27]3[cH:28][cH:29][cH:30][cH:31][cH:32]3)[cH:23][cH:24]2)[cH:40][c:41]([F:44])[cH:42][cH:43]1.[CH3:45][CH2:46][O:47][C:48](=[O:49])[CH3:50]>>[C:1]([CH3:2])(=[O:3])[NH:4][CH2:5][CH2:6][c:7]1[c:8]([O:9][CH2:10][CH2:11][O:12][CH:13]2[CH2:14][N:15]([C:33](=[O:34])[O:35][C:36]([CH3:37])([CH3:38])[CH3:39])[CH2:16][CH2:17][CH:18]2[c:19]2[cH:20][cH:21][c:22]([OH:25])[cH:23][cH:24]2)[cH:40][c:41]([F:44])[cH:42][cH:43]1. The reactants are CC(=O)NCCc1ccc(F)cc1OCCOC1CN(C(=O)OC(C)(C)C)CCC1c1ccc(OCc2ccccc2)cc1, CCOC(C)=O. Yields the product CC(=O)NCCc1ccc(F)cc1OCCOC1CN(C(=O)OC(C)(C)C)CCC1c1ccc(O)cc1. Reactants: C1(=CC=CC=C1)CON ((phenylmethoxy)amine), C(C)(C)(C)OC(=O)N[C@@H]([C@H](O)C)C(=O)O (N-(t-Butyloxycarbonyl)-L-threonine), ClC(=O)OC (methyl chloroformate), CN(CC1=CC=CC=C1)C (dimethyl (phenylmethyl)amine). Run in C(C)(=O)OCC (ethyl acetate), C(C)(=O)OCC (ethyl acetate). Conditions: temperature -10 celsius, time 10 minute. The product is C(C)(C)(C)OC(=O)N[C@@H]([C@H](O)C)C(=O)NOCC1=CC=CC=C1 (N2 (t-Butyloxycarbonyl)-N-(phenylmethoxy)-L-threonineamide). Isolated yield 74.2%. As a reaction SMILES: [C:1]([O:5][C:6]([NH:8][C@H:9]([C:13]([OH:15])=O)[C@@H:10]([CH3:12])[OH:11])=[O:7])([CH3:4])([CH3:3])[CH3:2].CN(C)CC1C=CC=CC=1.ClC(OC)=O.[C:31]1([CH2:37][O:38][NH2:39])[CH:36]=[CH:35][CH:34]=[CH:33][CH:32]=1>C(OCC)(=O)C>[C:1]([O:5][C:6]([NH:8][C@H:9]([C:13]([NH:39][O:38][CH2:37][C:31]1[CH:36]=[CH:35][CH:34]=[CH:33][CH:32]=1)=[O:15])[C@@H:10]([CH3:12])[OH:11])=[O:7])([CH3:2])([CH3:3])[CH3:4]. Procedure: N-(t-Butyloxycarbonyl)-L-threonine (82.2 g) was dissolved in 1 liter of ethyl acetate and 40.5 g of dimethyl (phenylmethyl)amine was added. After stirring for 10 minutes the mixture was cooled to -10° C. and 31.05 g of methyl chloroformate were added dropwise. The mixture was stirred for 30 minutes at -10° C., after which a solution of 40.65 g of (phenylmethoxy)amine in 300 ml of ethyl acetate was added at -10° C. The temperature was then permitted to rise to 5° C. during a 90 minute period. The... The reactants are O=C([O-])[O-], O=C(Cl)c1ccccc1, COc1cc(CN2CCNCC2)cc(OC)c1OC, CCOC(C)=O, [K+], [K+], O. Yields the product COc1cc(CN2CCN(C(=O)c3ccccc3)CC2)cc(OC)c1OC, Cl. As a reaction SMILES: [C:20](=[O:21])([O-:22])[O-:23].[C:26]([c:27]1[cH:28][cH:29][cH:30][cH:31][cH:32]1)(=[O:33])[Cl:34].[CH3:1][O:2][c:3]1[cH:4][c:5]([CH2:6][N:7]2[CH2:8][CH2:9][NH:10][CH2:11][CH2:12]2)[cH:13][c:14]([O:18][CH3:19])[c:15]1[O:16][CH3:17].[CH3:36][CH2:37][O:38][C:39](=[O:40])[CH3:41].[K+:24].[K+:25].[OH2:35]>>[CH3:1][O:2][c:3]1[cH:4][c:5]([CH2:6][N:7]2[CH2:8][CH2:9][N:10]([C:26]([c:27]3[cH:28][cH:29][cH:30][cH:31][cH:32]3)=[O:33])[CH2:11][CH2:12]2)[cH:13][c:14]([O:18][CH3:19])[c:15]1[O:16][CH3:17].[ClH:34]. Reaction SMILES: [C:3]([CH2:4][C:5](=[O:6])[O:7][CH2:8][CH3:9])(=[O:10])[O:11][CH2:12][CH3:13].[CH3:34][N:35]([CH3:36])[CH:37]=[O:38].[Cl:15][CH2:16][c:17]1[cH:18][n:19][c:20]([S:30][CH2:31][CH2:32][CH3:33])[n:21]1[CH2:22][c:23]1[c:24]([Cl:29])[cH:25][cH:26][cH:27][cH:28]1.[ClH:14].[H-:1].[Na+:2]>>[C:3]([CH:4]([C:5](=[O:6])[O:7][CH2:8][CH3:9])[CH2:16][c:17]1[cH:18][n:19][c:20]([S:30][CH2:31][CH2:32][CH3:33])[n:21]1[CH2:22][c:23]1[c:24]([Cl:29])[cH:25][cH:26][cH:27][cH:28]1)(=[O:10])[O:11][CH2:12][CH3:13]. Yields the product CCCSc1ncc(CC(C(=O)OCC)C(=O)OCC)n1Cc1ccccc1Cl. The reactants are CCOC(=O)CC(=O)OCC, CN(C)C=O, CCCSc1ncc(CCl)n1Cc1ccccc1Cl, Cl, [H-], [Na+]. The reactants are BrC1=CC(=C(C=C1)C(=O)N1CCN(CC1)C1=NC=C(C=C1C)C1CC1)C ((4-bromo-2-methylphenyl)[4-(5-cyclopropyl-3-methylpyridin-2-yl)piperazin-1-yl]methanone), O1C(NCC1)=O (oxazolidin-2-one). Yields the product C1(CC1)C=1C=C(C(=NC1)N1CCN(CC1)C(=O)C1=C(C=C(C=C1)N1C(OCC1)=O)C)C (3-{4-[4-(5-cyclopropyl-3-methylpyridin-2-yl)piperazine-1-carbonyl]-3-methylphenyl}oxazolidin-2-one). Yield: 88.9%. As a reaction SMILES: Br[C:2]1[CH:7]=[CH:6][C:5]([C:8]([N:10]2[CH2:15][CH2:14][N:13]([C:16]3[C:21]([CH3:22])=[CH:20][C:19]([CH:23]4[CH2:25][CH2:24]4)=[CH:18][N:17]=3)[CH2:12][CH2:11]2)=[O:9])=[C:4]([CH3:26])[CH:3]=1.[O:27]1[CH2:31][CH2:30][NH:29][C:28]1=[O:32]>>[CH:23]1([C:19]2[CH:20]=[C:21]([CH3:22])[C:16]([N:13]3[CH2:14][CH2:15][N:10]([C:8]([C:5]4[CH:6]=[CH:7][C:2]([N:29]5[CH2:30][CH2:31][O:27][C:28]5=[O:32])=[CH:3][C:4]=4[CH3:26])=[O:9])[CH2:11][CH2:12]3)=[N:17][CH:18]=2)[CH2:25][CH2:24]1. Procedure: By reaction and treatment in the same manner as in Example 1 and using (4-bromo-2-methylphenyl)[4-(5-cyclopropyl-3-methylpyridin-2-yl)piperazin-1-yl]methanone (347 mg) described in Preparation Example 130 and oxazolidin-2-one (109 mg), the title compound (313 mg) was obtained.